This data is from the Open Reaction Database (ORD), a public repository of structured organic reaction records. The task is: describe an organic reaction: reactants, conditions, products, and yield Reactants: BrC=1C=NC(=NC1)N (5-bromopyrimidin-2-ylamine), ClC(C(C)=O)CCCOC (3-chloro-6-methoxyhexan-2-one). Product: BrC=1C=NC=2N(C1)C(=C(N2)C)CCCOC (6-Bromo-3-(3-methoxypropyl)-2-methylimidazo[1,2-a]pyrimidine). RXN SMILES: [Br:1][C:2]1[CH:3]=[N:4][C:5]([NH2:8])=[N:6][CH:7]=1.Cl[CH:10]([CH2:14][CH2:15][CH2:16][O:17][CH3:18])[C:11](=O)[CH3:12]>>[Br:1][C:2]1[CH:3]=[N:4][C:5]2[N:6]([C:10]([CH2:14][CH2:15][CH2:16][O:17][CH3:18])=[C:11]([CH3:12])[N:8]=2)[CH:7]=1. Reported procedure: 0.85 mmol of 5-bromopyrimidin-2-ylamine [7752-82-1] and 1.7 mmol of 3-chloro-6-methoxyhexan-2-one are reacted in analogy to building block 35. The title compound is identified by means of the Rf. Starting materials: CCCC[Sn](CCCC)(CCCC)c1ccncc1, Cc1ccccc1, CCCc1c(Cl)ncnc1Cn1ccnc1-c1ncccc1F, c1ccc(P(c2ccccc2)(c2ccccc2)[Pd](P(c2ccccc2)(c2ccccc2)c2ccccc2)(P(c2ccccc2)(c2ccccc2)c2ccccc2)P(c2ccccc2)(c2ccccc2)c2ccccc2)cc1. The product is CCCc1c(Cn2ccnc2-c2ncccc2F)ncnc1-c1ccncc1. RXN SMILES: [CH2:24]([Sn:25]([CH2:26][CH2:27][CH2:28][CH3:35])([c:29]1[cH:30][cH:31][n:32][cH:33][cH:34]1)[CH2:36][CH2:37][CH2:38][CH3:39])[CH2:40][CH2:41][CH3:42].[CH3:43][c:44]1[cH:45][cH:46][cH:47][cH:48][cH:49]1.[Cl:1][c:2]1[n:3][cH:4][n:5][c:6]([CH2:11][n:12]2[c:13](-[c:17]3[n:18][cH:19][cH:20][cH:21][c:22]3[F:23])[n:14][cH:15][cH:16]2)[c:7]1[CH2:8][CH2:9][CH3:10].[cH:50]1[cH:51][cH:52][c:53]([P:54]([Pd:55]([P:56]([c:57]2[cH:58][cH:59][cH:60][cH:61][cH:62]2)([c:63]2[cH:64][cH:65][cH:66][cH:67][cH:68]2)[c:69]2[cH:70][cH:71][cH:72][cH:73][cH:74]2)([P:75]([c:76]2[cH:77][cH:78][cH:79][cH:80][cH:81]2)([c:82]2[cH:83][cH:84][cH:85][cH:86][cH:87]2)[c:88]2[cH:89][cH:90][cH:91][cH:92][cH:93]2)[P:94]([c:95]2[cH:96][cH:97][cH:98][cH:99][cH:100]2)([c:101]2[cH:102][cH:103][cH:104][cH:105][cH:106]2)[c:107]2[cH:108][cH:109][cH:110][cH:111][cH:112]2)([c:113]2[cH:114][cH:115][cH:116][cH:117][cH:118]2)[c:119]2[cH:120][cH:121][cH:122][cH:123][cH:124]2)[cH:125][cH:126]1>>[c:2]1(-[c:29]2[cH:30][cH:31][n:32][cH:33][cH:34]2)[n:3][cH:4][n:5][c:6]([CH2:11][n:12]2[c:13](-[c:17]3[n:18][cH:19][cH:20][cH:21][c:22]3[F:23])[n:14][cH:15][cH:16]2)[c:7]1[CH2:8][CH2:9][CH3:10]. Starting materials: P(=O)([O-])([O-])[O-] (phosphate), [Na] (sodium), ClC=1C=C(C=CC1OC(F)(F)F)C=1N=C(SC1)NC(CC1=C(OC=2N(C(N(C(C21)=O)C)=O)C)C)=O (N-{4-[3-chloro-4-(trifluoromethoxy)phenyl]-1,3-thiazol-2-yl}-2-(1,3,6-trimethyl-2,4-dioxo-1,2,3,4-tetrahydrofuro[2,3-d]pyrimidin-5-yl)acetamide), P(=O)(OC(C)(C)C)(OC(C)(C)C)OCCl (di-tert-butyl chloromethyl phosphate), P(=O)(OC(C)(C)C)(OC(C)(C)C)OCCl (di-tert-butyl chloromethyl phosphate), [I-].[Na+] (sodium iodide). Solvent: CC(=O)C (acetone). Product: P(=O)(OC(C)(C)C)(OC(C)(C)C)OCN1C(SC=C1C1=CC(=C(C=C1)OC(F)(F)F)Cl)=NC(CC1=C(OC=2N(C(N(C(C21)=O)C)=O)C)C)=O (Di-tert-butyl [4-[3-chloro-4-(trifluoromethoxy)phenyl]-2-{[(1,3,6-trimethyl-2,4-dioxo-1,2,3,4-tetrahydrofuro[2,3-d]pyrimidin-5-yl)acetyl]imino}-1,3-thiazol-3 (2H)-yl]methyl phosphate), product. RXN SMILES: P([O-])([O-])([O-])=O.[Na].[Cl:7][C:8]1[CH:9]=[C:10]([C:19]2[N:20]=[C:21]([NH:24][C:25](=[O:41])[CH2:26][C:27]3[C:35]4[C:34](=[O:36])[N:33]([CH3:37])[C:32](=[O:38])[N:31]([CH3:39])[C:30]=4[O:29][C:28]=3[CH3:40])[S:22][CH:23]=2)[CH:11]=[CH:12][C:13]=1[O:14][C:15]([F:18])([F:17])[F:16].[P:42]([O:54][CH2:55]Cl)([O:49][C:50]([CH3:53])([CH3:52])[CH3:51])([O:44][C:45]([CH3:48])([CH3:47])[CH3:46])=[O:43].[I-].[Na+]>CC(C)=O>[P:42]([O:54][CH2:55][N:20]1[C:19]([C:10]2[CH:11]=[CH:12][C:13]([O:14][C:15]([F:18])([F:16])[F:17])=[C:8]([Cl:7])[CH:9]=2)=[CH:23][S:22][C:21]1=[N:24][C:25](=[O:41])[CH2:26][C:27]1[C:35]2[C:34](=[O:36])[N:33]([CH3:37])[C:32](=[O:38])[N:31]([CH3:39])[C:30]=2[O:29][C:28]=1[CH3:40])([O:44][C:45]([CH3:48])([CH3:47])[CH3:46])([O:49][C:50]([CH3:51])([CH3:52])[CH3:53])=[O:43] |f:4.5,^1:5|. Procedure: The title compound was prepared according to the general procedure as described in method C for the preparation of phosphate derivatives by the reaction of sodium salt of N-{4-[3-chloro-4-(trifluoromethoxy)phenyl]-1,3-thiazol-2-yl}-2-(1,3,6-trimethyl-2,4-dioxo-1,2,3,4-tetrahydrofuro[2,3-d]pyrimidin-5-yl)acetamide (50 g, 0.09 mol) with di-tert-butyl chloromethyl phosphate (Intermediate 1) (58.6 g, 0.23 mol) in presence of sodium iodide (10.8 g, 0.072 mol) in dry acetone (1250 ml) to obtain 50g of... Reactants: CC[N+](CC)(CC)Cc1ccccc1, CI, [Cl-], O=C(c1ccc2[nH]c(=O)cc(-c3cccc(I)c3)c2c1)c1ccc(Cl)s1, [Na+], C1CCOC1, [OH-]. Yields the product Cn1c(=O)cc(-c2cccc(I)c2)c2cc(C(=O)c3ccc(Cl)s3)ccc21. RXN SMILES: [CH2:35]([N+:36]([CH2:37][CH3:38])([CH2:39][CH3:40])[CH2:41][CH3:42])[c:43]1[cH:44][cH:45][cH:46][cH:47][cH:48]1.[CH3:27][I:28].[Cl-:34].[Cl:1][c:2]1[cH:3][cH:4][c:5]([C:7](=[O:8])[c:9]2[cH:10][c:11]3[c:12](-[c:20]4[cH:21][c:22]([I:26])[cH:23][cH:24][cH:25]4)[cH:13][c:14](=[O:19])[nH:15][c:16]3[cH:17][cH:18]2)[s:6]1.[Na+:50].[O:29]1[CH2:30][CH2:31][CH2:32][CH2:33]1.[OH-:49]>>[Cl:1][c:2]1[cH:3][cH:4][c:5]([C:7](=[O:8])[c:9]2[cH:10][c:11]3[c:12](-[c:20]4[cH:21][c:22]([I:26])[cH:23][cH:24][cH:25]4)[cH:13][c:14](=[O:19])[n:15]([CH3:27])[c:16]3[cH:17][cH:18]2)[s:6]1.